This data is from the Open Reaction Database (ORD), a public repository of structured organic reaction records. The task is: describe an organic reaction: reactants, conditions, products, and yield Starting materials: O=C(CC(=O)NCC=CC1=CC=CC=C1)C (3-oxo-N-(3-phenyl-2-propene-1-yl)butyramide), ClC=1C=C(C=O)C=CC1 (3-chlorobenzaldehyde), N1CCCCC1 (piperidine), C1(=CC=C(C=C1)S(=O)(=O)O)C (p-toluenesulfonic acid). Run in C1=CC=CC=C1 (benzene), O (water). Yields the product C(C)(=O)C(C(=O)NCC=CC1=CC=CC=C1)=CC1=CC(=CC=C1)Cl (2-acetyl-3-(3-chlorophenyl)-N-(3-phenyl-2-propene-1-yl)acrylamide). As a reaction SMILES: [O:1]=[C:2]([CH3:16])[CH2:3][C:4]([NH:6][CH2:7][CH:8]=[CH:9][C:10]1[CH:15]=[CH:14][CH:13]=[CH:12][CH:11]=1)=[O:5].[Cl:17][C:18]1[CH:19]=[C:20]([CH:23]=[CH:24][CH:25]=1)[CH:21]=O.N1CCCCC1.C1(C)C=CC(S(O)(=O)=O)=CC=1>C1C=CC=CC=1.O>[C:2]([C:3](=[CH:21][C:20]1[CH:23]=[CH:24][CH:25]=[C:18]([Cl:17])[CH:19]=1)[C:4]([NH:6][CH2:7][CH:8]=[CH:9][C:10]1[CH:11]=[CH:12][CH:13]=[CH:14][CH:15]=1)=[O:5])(=[O:1])[CH3:16]. Procedure details: 540 mg (2.49 mmol) of 3-oxo-N-(3-phenyl-2-propene-1-yl)butyramide, 0.28 ml (2.47 mmol) of 3-chlorobenzaldehyde and 0.05 ml (0.51 mmol) of piperidine were heated under reflux in the presence of a catalytic amount of p-toluenesulfonic acid in 30 ml of benzene overnight while water was removed. Ethyl acetate was added to the reaction mixture. After washing with 2 N hydrochloric acid and then with a saturated aqueous sodium hydrogencarbonate solution, the organic layer was dried over anhydrous sodiu... The reactants are Cl.ClCC1=CC=NC2=CC(=C(C=C12)OC)OC (4-(Chloromethyl)-6,7-dimethoxyquinoline hydrochloride), N1CCC(CC1)NC(OC(C)(C)C)=O (tert-butyl piperidin-4-ylcarbamate), C([O-])([O-])=O.[Cs+].[Cs+] (cesium carbonate). Run in CN(C)C=O (DMF). Conditions: temperature 80 celsius, time 4 hour. Yields the product COC=1C=C2C(=CC=NC2=CC1OC)CN1CCC(CC1)NC(OC(C)(C)C)=O (tert-butyl 1-((6,7-dimethoxyquinolin-4-yl)methyl)piperidin-4-ylcarbamate). The yield is 94.9%. As a reaction SMILES: Cl.Cl[CH2:3][C:4]1[C:13]2[C:8](=[CH:9][C:10]([O:16][CH3:17])=[C:11]([O:14][CH3:15])[CH:12]=2)[N:7]=[CH:6][CH:5]=1.[NH:18]1[CH2:23][CH2:22][CH:21]([NH:24][C:25](=[O:31])[O:26][C:27]([CH3:30])([CH3:29])[CH3:28])[CH2:20][CH2:19]1.C(=O)([O-])[O-].[Cs+].[Cs+]>CN(C=O)C>[CH3:15][O:14][C:11]1[CH:12]=[C:13]2[C:8](=[CH:9][C:10]=1[O:16][CH3:17])[N:7]=[CH:6][CH:5]=[C:4]2[CH2:3][N:18]1[CH2:19][CH2:20][CH:21]([NH:24][C:25](=[O:31])[O:26][C:27]([CH3:29])([CH3:28])[CH3:30])[CH2:22][CH2:23]1 |f:0.1,3.4.5|. Procedure details: 4-(Chloromethyl)-6,7-dimethoxyquinoline hydrochloride (0.75 g, 2.74 mmol), tert-butyl piperidin-4-ylcarbamate (0.77 g, 3.84 mmol), and cesium carbonate (2.68 g, 8.23 mmol) were dissolved in DMF (14 mL) and heated to 80° C. while stirring. After 4 hours, the reaction was cooled, DMF was removed, and the compound was taken up in DCM (150 mL) and water (20 mL). The aqueous layer was extracted 2× with DCM (50 mL). The organics were washed with brine, dried with sodium sulfate, and concentrated to gi... The reactants are C(C)(C)OC=1C=C(C=O)C=CC1OC (3-isopropoxy4-methoxy-benzaldehyde), C(C)OC(=O)C=P(C1=CC=CC=C1)(C1=CC=CC=C1)C1=CC=CC=C1 ((ethoxycarbonylmethylene)triphenylphosphorane). The solvent is C1(=CC=CC=C1)C (toluene). The product is C(C)OC(\C=C\C1=CC(=C(C=C1)OC)OC(C)C)=O ((E)-3-(3-isopropoxy-4-methoxy-phenyl)-acrylic acid ethyl ester). As a reaction SMILES: [CH:1]([O:4][C:5]1[CH:6]=[C:7]([CH:10]=[CH:11][C:12]=1[O:13][CH3:14])[CH:8]=O)([CH3:3])[CH3:2].[CH2:15]([O:17][C:18]([CH:20]=P(C1C=CC=CC=1)(C1C=CC=CC=1)C1C=CC=CC=1)=[O:19])[CH3:16]>C1(C)C=CC=CC=1>[CH2:15]([O:17][C:18](=[O:19])/[CH:20]=[CH:8]/[C:7]1[CH:10]=[CH:11][C:12]([O:13][CH3:14])=[C:5]([O:4][CH:1]([CH3:3])[CH3:2])[CH:6]=1)[CH3:16]. Procedure: A mixture of 3-isopropoxy4-methoxy-benzaldehyde (3.9 g, 20 mmol) and (ethoxycarbonylmethylene)triphenylphosphorane (6.96 g. 20 mmol) in toluene (100 ml) is heated at reflux for 2 hours, cooled to ambient temperature and evaporated. The crude product is taken in to dichloromethane and eluted through a pad of, silica to afford (E)-3-(3-isopropoxy-4-methoxy-phenyl)-acrylic acid ethyl ester, TLC Rf 0.70 (1:1 hexane-ethyl acetate). This intermediate is dissolved in nitromethane (10 ml), 1,1,3,3-tetra... Procedure: Cefuroxime (1.697 g) and powdered potassium carbonate (276 mg) were stirred in anhydrous N,N-dimethylformamide (20 ml) at 22° for 1 hour and the resulting solution was cooled in an ice/salt bath to -8°. A solution of crude 2-methoxy-2-methylpropanoic acid iodomethyl ester (1.52 g) in anhydrous N,N-dimethylformamide (6 ml) was added and the solution was stirred for 35 mins. Water (75 ml) was added and the mixture was extracted with ethyl acetate (2×100 ml). The combined organic layers were washed... Solvent: CN(C=O)C (N,N-dimethylformamide), CN(C=O)C (N,N-dimethylformamide). Reaction SMILES: [CH3:1][O:2]/[N:3]=[C:4](\[C:10]([NH:12][C@@H:13]1[C:16](=[O:17])[N:15]2[C:18]([C:27]([OH:29])=[O:28])=[C:19]([CH2:22][O:23][C:24]([NH2:26])=[O:25])[CH2:20][S:21][C@H:14]12)=[O:11])/[C:5]1[O:9][CH:8]=[CH:7][CH:6]=1.C(=O)([O-])[O-].[K+].[K+].I[CH2:37][O:38][C:39](=[O:45])[C:40]([O:43][CH3:44])([CH3:42])[CH3:41].O>CN(C)C=O>[C:24]([O:23][CH2:22][C:19]1[CH2:20][S:21][C@@H:14]2[C@H:13]([NH:12][C:10](=[O:11])/[C:4](/[C:5]3[O:9][CH:8]=[CH:7][CH:6]=3)=[N:3]\[O:2][CH3:1])[C:16](=[O:17])[N:15]2[C:18]=1[C:27]([O:29][CH2:37][O:38][C:39](=[O:45])[C:40]([O:43][CH3:44])([CH3:42])[CH3:41])=[O:28])(=[O:25])[NH2:26] |f:1.2.3|. The product is C(N)(=O)OCC=1CS[C@H]2N(C1C(=O)OCOC(C(C)(C)OC)=O)C([C@H]2NC(\C(=N/OC)\C=2OC=CC2)=O)=O ((2-Methoxy-2-methyl-propionyloxy)methyl (6R,7R)-3-Carbamoyloxymethyl-7-[(Z)-2-(fur-2-yl)-2-methoxyiminoacetamido]ceph-3-em-4-carboxylate). Reaction conditions: time 35 minute. The yield is 69.1%. Reactants: ICOC(C(C)(C)OC)=O (2-methoxy-2-methylpropanoic acid iodomethyl ester), O (Water), CO/N=C(/C1=CC=CO1)\C(=O)N[C@H]2[C@@H]3N(C2=O)C(=C(CS3)COC(=O)N)C(=O)O (Cefuroxime), C([O-])([O-])=O.[K+].[K+] (potassium carbonate). Starting materials: CC(C)(C)OC(=O)N1CCC(CCC(O)c2ccccc2)CC1, ClCCl, [Na+], O=C([O-])O, O=C(O)C(F)(F)F. Yields the product OC(CCC1CCNCC1)c1ccccc1. Reaction SMILES: [C:1]([O:2][C:3](=[O:4])[N:8]1[CH2:9][CH2:10][CH:11]([CH2:14][CH2:15][CH:16]([OH:17])[c:18]2[cH:19][cH:20][cH:21][cH:22][cH:23]2)[CH2:12][CH2:13]1)([CH3:5])([CH3:6])[CH3:7].[Cl:36][CH2:37][Cl:38].[Na+:35].[O-:31][C:32]([OH:33])=[O:34].[OH:24][C:25]([C:26]([F:27])([F:28])[F:29])=[O:30]>>[NH:8]1[CH2:9][CH2:10][CH:11]([CH2:14][CH2:15][CH:16]([OH:17])[c:18]2[cH:19][cH:20][cH:21][cH:22][cH:23]2)[CH2:12][CH2:13]1.